Dataset: the Open Reaction Database (ORD), a public repository of structured organic reaction records. Task: describe an organic reaction: reactants, conditions, products, and yield Starting materials: BrC1=CC=C(C=C1)C(C(=O)O)C1=CC=CC=C1 (2-(4-bromophenyl)-2-phenylacetic acid), S(O)(O)(=O)=O (sulfuric acid), CO (methanol). Conditions: temperature 60 celsius, time 4 hour. The product is BrC1=CC=C(C=C1)C(C(=O)OC)C1=CC=CC=C1 (methyl 2-(4-bromophenyl)-2-phenylacetate). Isolated yield 85.0%. As a reaction SMILES: [Br:1][C:2]1[CH:7]=[CH:6][C:5]([CH:8]([C:12]2[CH:17]=[CH:16][CH:15]=[CH:14][CH:13]=2)[C:9]([OH:11])=[O:10])=[CH:4][CH:3]=1.S(=O)(=O)(O)O.[CH3:23]O>>[Br:1][C:2]1[CH:3]=[CH:4][C:5]([CH:8]([C:12]2[CH:13]=[CH:14][CH:15]=[CH:16][CH:17]=2)[C:9]([O:11][CH3:23])=[O:10])=[CH:6][CH:7]=1. Reported procedure: A solution of acid 53 (1.9 g, 6.53 mmol) in methanol (20 mL) was added concentrated sulfuric acid (2 mL) and the reaction mixture was stirred at 60° C. for 4 h. The organic layer was separated, dried over Na2SO4, filtered and concentrated to afford methyl 2-(4-bromophenyl)-2-phenylacetate 54 (1.7 g, 85% yield) as a brown oil. Starting materials: CCCCCCN(C(=O)OC(C)(C)C)c1ccc(Oc2ccc([N+](=O)[O-])c(N(C)C(=O)OC(C)(C)C)c2)cc1, CCOC(C)=O, CCOC(C)=O, CCCCCC, Cc1ccccc1. Product: CCCCCCN(C(=O)OC(C)(C)C)c1ccc(Oc2ccc(N)c(N(C)C(=O)OC(C)(C)C)c2)cc1. Reaction SMILES: [C:1]([CH3:2])([CH3:3])([CH3:4])[O:5][C:6](=[O:7])[N:8]([c:9]1[cH:10][cH:11][c:12]([O:13][c:14]2[cH:15][cH:16][c:17]([N+:29]([O-:30])=[O:31])[c:18]([N:20]([C:21]([O:22][C:23]([CH3:24])([CH3:25])[CH3:26])=[O:27])[CH3:28])[cH:19]2)[cH:32][cH:33]1)[CH2:34][CH2:35][CH2:36][CH2:37][CH2:38][CH3:39].[C:40]([O:41][CH2:42][CH3:43])(=[O:44])[CH3:45].[C:53]([O:54][CH2:55][CH3:56])(=[O:57])[CH3:58].[CH3:59][CH2:60][CH2:61][CH2:62][CH2:63][CH3:64].[c:46]1([CH3:47])[cH:48][cH:49][cH:50][cH:51][cH:52]1>>[C:1]([CH3:2])([CH3:3])([CH3:4])[O:5][C:6](=[O:7])[N:8]([c:9]1[cH:10][cH:11][c:12]([O:13][c:14]2[cH:15][cH:16][c:17]([NH2:29])[c:18]([N:20]([C:21]([O:22][C:23]([CH3:24])([CH3:25])[CH3:26])=[O:27])[CH3:28])[cH:19]2)[cH:32][cH:33]1)[CH2:34][CH2:35][CH2:36][CH2:37][CH2:38][CH3:39]. The reactants are ClC(=O)OCC (Ethyl chloroformate), ClC1=CC=C(C=C1)C=1N=C(OC1CCC(=O)O)N1C(=NC=C1)C (4-(4-chlorophenyl)-2-(2-methyl-1-imidazolyl)-5-oxazolepropionic acid), N (ammonia). The solvent is C(C)N(CC)CC (triethylamine), O1CCCC1 (tetrahydrofuran), O (Water), O1CCCC1 (tetrahydrofuran). Conditions: time 40 minute. The product is ClC1=CC=C(C=C1)C=1N=C(OC1CCC(=O)N)N1C(=NC=C1)C (4-(4-chlorophenyl)-2-(2-methyl-1-imidazolyl)-5-oxazolepropionamide). Yield: 90.0%. RXN SMILES: ClC(OCC)=O.[Cl:7][C:8]1[CH:13]=[CH:12][C:11]([C:14]2[N:15]=[C:16]([N:24]3[CH:28]=[CH:27][N:26]=[C:25]3[CH3:29])[O:17][C:18]=2[CH2:19][CH2:20][C:21](O)=[O:22])=[CH:10][CH:9]=1.[NH3:30]>O.O1CCCC1.C(N(CC)CC)C>[Cl:7][C:8]1[CH:13]=[CH:12][C:11]([C:14]2[N:15]=[C:16]([N:24]3[CH:28]=[CH:27][N:26]=[C:25]3[CH3:29])[O:17][C:18]=2[CH2:19][CH2:20][C:21]([NH2:30])=[O:22])=[CH:10][CH:9]=1. Procedure: Ethyl chloroformate (395 mg) was dropwise added to a tetrahydrofuran (40 ml) solution of 4-(4-chlorophenyl)-2-(2-methyl-1-imidazolyl)-5-oxazolepropionic acid (1.00 g) and triethylamine (365 mg), at −30° C. After stirring for 40 minutes, the reaction mixture was added to a mixture of aqueous ammonia (28%, 30 ml) and tetrahydrofuran (10 ml) at 0° C., and then stirred at room temperature for 1 hour. Water was added to the reaction mixture, and the crystals thus precipitated were collected by filtra... The reactants are NC1=C(C=NN1)C#N (5-amino-1H-pyrazole-4-carbonitrile), COC1=C(C=O)C=CC(=C1)OC (2,4-dimethoxybenzaldehyde), C1(CCCCC1)[N+]#[C-] (cyclohexyl isonitrile), Cl(=O)(=O)(=O)O (perchloric acid). Run in CO (methanol). Conditions: time 15 hour. Product: C1(CCCCC1)NC1=C(NC=2N1N=CC2C#N)C2=C(C=C(C=C2)OC)OC (3-(cyclohexylamino)-2-(2,4-dimethoxyphenyl)-1H-imidazo[1,2-b]pyrazole-7-carbonitrile). Yield: 29.8%. RXN SMILES: [NH2:1][C:2]1[NH:6][N:5]=[CH:4][C:3]=1[C:7]#[N:8].[CH3:9][O:10][C:11]1[CH:18]=[C:17]([O:19][CH3:20])[CH:16]=[CH:15][C:12]=1[CH:13]=O.[CH:21]1([N+:27]#[C-:28])[CH2:26][CH2:25][CH2:24][CH2:23][CH2:22]1.Cl(O)(=O)(=O)=O>CO>[CH:21]1([NH:27][C:28]2[N:6]3[N:5]=[CH:4][C:3]([C:7]#[N:8])=[C:2]3[NH:1][C:13]=2[C:12]2[CH:15]=[CH:16][C:17]([O:19][CH3:20])=[CH:18][C:11]=2[O:10][CH3:9])[CH2:26][CH2:25][CH2:24][CH2:23][CH2:22]1. Reported procedure: To a mixture of 5-amino-1H-pyrazole-4-carbonitrile (491 mg, 4.54 mmol) and 2,4-dimethoxybenzaldehyde (754 mg, 4.54 mmol) in a vial under nitrogen atmosphere were added methanol (20 mL) followed by cyclohexyl isonitrile (500 mg, 581 μL, 4.54 mmol) and perchloric acid (91.2 mg, 81.4 μL, 0.908 mmol) at RT. Then, the resulting brown solution was stirred for 15 h by which time lots of solid was formed. These solids were collected by filtration and washed with methanol. After air drying, 495 mg (30% y...